From a dataset of the Open Reaction Database (ORD), a public repository of structured organic reaction records. describe an organic reaction: reactants, conditions, products, and yield Reactants: COc2cccc(c1ccc(C(C)(C)C)cc1)c2 (substrate), Cc1ccc([Mg]Br)cc1 (effective_coupling_partner). Reagents/catalysts: C1-CDC. Run at temperature 60 celsius, time 4 hour. Product: Cc3ccc(c2cccc(c1ccc(C(C)(C)C)cc1)c2)cc3.